The task is: describe an organic reaction: reactants, conditions, products, and yield. This data is from the Open Reaction Database (ORD), a public repository of structured organic reaction records. RXN SMILES: [CH3:1][C:2]1[NH:3][CH:4]=[CH:5][N:6]=1.Cl[C:8]1[N:9]=[C:10]([NH:19][CH2:20][C:21]2[CH:26]=[CH:25][C:24]3[O:27][CH2:28][O:29][C:23]=3[CH:22]=2)[C:11]2[C:16]([CH3:17])=[C:15]([CH3:18])[S:14][C:12]=2[N:13]=1>>[CH3:1][C:2]1[N:3]([C:8]2[N:9]=[C:10]([NH:19][CH2:20][C:21]3[CH:26]=[CH:25][C:24]4[O:27][CH2:28][O:29][C:23]=4[CH:22]=3)[C:11]3[C:16]([CH3:17])=[C:15]([CH3:18])[S:14][C:12]=3[N:13]=2)[CH:4]=[CH:5][N:6]=1. Yields the product CC=1N(C=CN1)C=1N=C(C2=C(N1)SC(=C2C)C)NCC2=CC1=C(C=C2)OCO1 (2-(2-methylimidazol-1-yl)-5,6-dimethyl-4-(3,4-methylenedioxybenzylamino)-thieno-[2,3-d]-pyrimidine). Starting materials: CC=1NC=CN1 (2-methylimidazole), ClC=1N=C(C2=C(N1)SC(=C2C)C)NCC2=CC1=C(C=C2)OCO1 (2-chloro-5,6-dimethyl-4-(3,4-methylenedioxybenzylamino)-thieno-[2,3-d]-pyrimidine). Procedure: Following the procedure of Example 97, the reaction of 2-methylimidazole with 2-chloro-5,6-dimethyl-4-(3,4-methylenedioxybenzylamino)-thieno-[2,3-d]-pyrimidine gives 2-(2-methylimidazol-1-yl)-5,6-dimethyl-4-(3,4-methylenedioxybenzylamino)-thieno-[2,3-d]-pyrimidine. Reactants: C(C(C)C)Br (isobutyl bromide), Cl.N1(CCNCC1)C(=O)C=1C=C2CC(NC2=CC1)=O (5-(1-Piperazinylcarbonyl)oxindol hydrochloride), C(O)([O-])=O.[Na+] (sodium hydrogencarbonate), C1CCC2=NCCCN2CC1 (DBU), C(C(C)C)Br (isobutyl bromide). Run in C(C)N(CC)CC (triethylamine), C(C)#N (acetonitrile). Conditions: time 6 hour. Product: Cl.C(C(C)C)N1CCN(CC1)C(=O)C=1C=C2CC(NC2=CC1)=O (5-(4-isobutyl-1-piperazinylcarbonyl)oxindol hydrochloride). Yield: 32.5%. Reaction SMILES: [ClH:1].[N:2]1([C:8]([C:10]2[CH:11]=[C:12]3[C:16](=[CH:17][CH:18]=2)[NH:15][C:14](=[O:19])[CH2:13]3)=[O:9])[CH2:7][CH2:6][NH:5][CH2:4][CH2:3]1.C1CCN2C(=NCCC2)CC1.[CH2:31](Br)[CH:32]([CH3:34])[CH3:33].C(=O)([O-])O.[Na+]>C(#N)C.C(N(CC)CC)C>[ClH:1].[CH2:31]([N:5]1[CH2:6][CH2:7][N:2]([C:8]([C:10]2[CH:11]=[C:12]3[C:16](=[CH:17][CH:18]=2)[NH:15][C:14](=[O:19])[CH2:13]3)=[O:9])[CH2:3][CH2:4]1)[CH:32]([CH3:34])[CH3:33] |f:0.1,4.5,8.9|. Reported procedure: 5-(1-Piperazinylcarbonyl)oxindol hydrochloride (1.0 g), 1.2 g of DBU, and 0.73 g of isobutyl bromide were suspended in 15 ml of acetonitrile and the suspension was reflexed for 6 hours. To the mixture were then added 0.6 ml of triethylamine and 0.73 g of isobutyl bromide and the mixture was further reflexed for 8 hours. The reaction mixture was poured into a saturated aqueous solution of sodium hydrogencarbonate and extracted with chloroform. The chloroform layer was washed with a saturated sali... The reactants are N(=[N+]=[N-])C1C(=C(CCC1)C1=C(C=C(C=C1)C(=O)N1CC=2N(CC3=C1C=CC=C3)C=CC2)C)C ([4-(3-Azido-2-methyl-cyclohex-1-en-1-yl)-3-methyl-phenyl]-(10,11-dihydro-5H-pyrrolo[2,1-c][1,4]benzodiazepin-10-yl)-methanone), C1(=CC=CC=C1)P(C1=CC=CC=C1)C1=CC=CC=C1 (triphenylphosphine). Solvent: O1CCCC1 (tetrahydrofuran), O (water). Conditions: time 8 hour. The product is NC1C(=C(CCC1)C1=C(C=C(C=C1)C(=O)N1CC=2N(CC3=C1C=CC=C3)C=CC2)C)C ([4-(3-Amino-2-methyl-cyclohex-1-en-1-yl)-3-methyl-phenyl]-(10,11-dihydro-5H-pyrrolo[2,1-c][1,4]benzodiazepin-10-yl)-methanone). The yield is 36.7%. RXN SMILES: [N:1]([CH:4]1[CH2:9][CH2:8][CH2:7][C:6]([C:10]2[CH:15]=[CH:14][C:13]([C:16]([N:18]3[C:24]4[CH:25]=[CH:26][CH:27]=[CH:28][C:23]=4[CH2:22][N:21]4[CH:29]=[CH:30][CH:31]=[C:20]4[CH2:19]3)=[O:17])=[CH:12][C:11]=2[CH3:32])=[C:5]1[CH3:33])=[N+]=[N-].C1(P(C2C=CC=CC=2)C2C=CC=CC=2)C=CC=CC=1>O1CCCC1.O>[NH2:1][CH:4]1[CH2:9][CH2:8][CH2:7][C:6]([C:10]2[CH:15]=[CH:14][C:13]([C:16]([N:18]3[C:24]4[CH:25]=[CH:26][CH:27]=[CH:28][C:23]=4[CH2:22][N:21]4[CH:29]=[CH:30][CH:31]=[C:20]4[CH2:19]3)=[O:17])=[CH:12][C:11]=2[CH3:32])=[C:5]1[CH3:33]. Reported procedure: [4-(3-Azido-2-methyl-cyclohex-1-en-1-yl)-3-methyl-phenyl]-(10,11-dihydro-5H-pyrrolo[2,1-c][1,4]benzodiazepin-10-yl)-methanone of Step A (0.290 g, 0.663 mmol) was dissolved in 7 mL of a 10:1 mixture of tetrahydrofuran and water. Polymer-supported triphenylphosphine (0.287 g, approximately 0.862 mmol) was added and the reaction stirred at room temperature overnight. The mixture was filtered and concentrated, and the residue purified by flash column chromatography on silica gel, eluting with 3% amm... The solvent is O1CCOCC1 (dioxane). Procedure details: A mixture of Example A3 (0.500 g, 1.882 mmol), pyrrolidine-1-carboxamide (1.074 g, 9.41 mmol), Cs2CO3 (1.226 g, 3.76 mmol) and Xantphos (0.218 g, 0.376 mmol) in dioxane (100 mL) was sparged with Ar, treated with Pd2(dba)3 (0.172 g, 0.188 mmol), sparged again with Ar and heated at 100° C. overnight. The mixture was cooled to RT, diluted with THF, the solids removed via filtration and the filtrate concentrated to dryness and purified via silica gel chromatography (MeOH/DCM) to afford N-(4-((2-meth... The yield is 100.3%. The reactants are ClC1=NC=CC(=C1)OC=1C(=NC(=CC1)[N+](=O)[O-])C (3-((2-chloropyridin-4-yl)oxy)-2-methyl-6-nitropyridine), N1(CCCC1)C(=O)N (pyrrolidine-1-carboxamide), C(=O)([O-])[O-].[Cs+].[Cs+] (Cs2CO3), CC1(C2=C(C(=CC=C2)P(C3=CC=CC=C3)C4=CC=CC=C4)OC5=C(C=CC=C51)P(C6=CC=CC=C6)C7=CC=CC=C7)C (Xantphos). The product is CC1=NC(=CC=C1OC1=CC(=NC=C1)NC(=O)N1CCCC1)[N+](=O)[O-] (N-(4-((2-methyl-6-nitropyridin-3-yl)oxy)pyridin-2-yl)pyrrolidine-1-carboxamide). Reagents/catalysts: C=1C=CC(=CC1)/C=C/C(=O)/C=C/C2=CC=CC=C2.C=1C=CC(=CC1)/C=C/C(=O)/C=C/C2=CC=CC=C2.C=1C=CC(=CC1)/C=C/C(=O)/C=C/C2=CC=CC=C2.[Pd].[Pd] (Pd2(dba)3). Reaction conditions: temperature 100 celsius. Reaction SMILES: Cl[C:2]1[CH:7]=[C:6]([O:8][C:9]2[C:10]([CH3:18])=[N:11][C:12]([N+:15]([O-:17])=[O:16])=[CH:13][CH:14]=2)[CH:5]=[CH:4][N:3]=1.[N:19]1([C:24]([NH2:26])=[O:25])[CH2:23][CH2:22][CH2:21][CH2:20]1.C([O-])([O-])=O.[Cs+].[Cs+].CC1(C)C2C(=C(P(C3C=CC=CC=3)C3C=CC=CC=3)C=CC=2)OC2C(P(C3C=CC=CC=3)C3C=CC=CC=3)=CC=CC1=2>O1CCOCC1.C1C=CC(/C=C/C(/C=C/C2C=CC=CC=2)=O)=CC=1.C1C=CC(/C=C/C(/C=C/C2C=CC=CC=2)=O)=CC=1.C1C=CC(/C=C/C(/C=C/C2C=CC=CC=2)=O)=CC=1.[Pd].[Pd]>[CH3:18][C:10]1[C:9]([O:8][C:6]2[CH:5]=[CH:4][N:3]=[C:2]([NH:26][C:24]([N:19]3[CH2:23][CH2:22][CH2:21][CH2:20]3)=[O:25])[CH:7]=2)=[CH:14][CH:13]=[C:12]([N+:15]([O-:17])=[O:16])[N:11]=1 |f:2.3.4,7.8.9.10.11|. Starting materials: CCOC(=O)c1cn(C2CCCNC2)c2cnc(Br)cc2c1=O, O=C([O-])[O-], CC#N, CCOC(C)=O, ClCCN1CCOCC1, Cl, Cl, [I-], [K+], [K+], [Na+]. The product is CCOC(=O)c1cn(C2CCCN(CCN3CCOCC3)C2)c2cnc(Br)cc2c1=O. As a reaction SMILES: [Br:2][c:3]1[cH:4][c:5]2[c:6](=[O:24])[c:7]([C:19](=[O:20])[O:21][CH2:22][CH3:23])[cH:8][n:9]([CH:13]3[CH2:14][NH:15][CH2:16][CH2:17][CH2:18]3)[c:10]2[cH:11][n:12]1.[C:37](=[O:38])([O-:39])[O-:40].[CH3:43][C:44]#[N:45].[CH3:46][CH2:47][O:48][C:49](=[O:50])[CH3:51].[Cl:26][CH2:27][CH2:28][N:29]1[CH2:30][CH2:31][O:32][CH2:33][CH2:34]1.[ClH:1].[ClH:25].[I-:36].[K+:41].[K+:42].[Na+:35]>>[Br:2][c:3]1[cH:4][c:5]2[c:6](=[O:24])[c:7]([C:19](=[O:20])[O:21][CH2:22][CH3:23])[cH:8][n:9]([CH:13]3[CH2:14][N:15]([CH2:27][CH2:28][N:29]4[CH2:30][CH2:31][O:32][CH2:33][CH2:34]4)[CH2:16][CH2:17][CH2:18]3)[c:10]2[cH:11][n:12]1.